Dataset: the Open Reaction Database (ORD), a public repository of structured organic reaction records. Task: describe an organic reaction: reactants, conditions, products, and yield The reactants are [N+](=O)([O-])C1=CC=C(C=C1)O (4-nitrophenol), C([O-])([O-])=O.[K+].[K+] (potassium carbonate), BrCCCCC=C (6-bromo-1-hexene). Run in C(C)#N (acetonitrile). Product: C(CCCC=C)OC1=CC=C(C=C1)[N+](=O)[O-] (4-(5-hexenyloxy)nitrobenzene). Reaction SMILES: [N+:1]([C:4]1[CH:9]=[CH:8][C:7]([OH:10])=[CH:6][CH:5]=1)([O-:3])=[O:2].C(=O)([O-])[O-].[K+].[K+].Br[CH2:18][CH2:19][CH2:20][CH2:21][CH:22]=[CH2:23]>C(#N)C>[CH2:23]([O:10][C:7]1[CH:8]=[CH:9][C:4]([N+:1]([O-:3])=[O:2])=[CH:5][CH:6]=1)[CH2:22][CH2:21][CH2:20][CH:19]=[CH2:18] |f:1.2.3|. Procedure details: To an acetonitrile (40 mL) solution of 4-nitrophenol (2.79 g; 20.0 mmol) and potassium carbonate (4.15 g; 30.1 mmol), 6-bromo-1-hexene (4.01 g; 24.6 mmol) was added, and the mixture was refluxed and then reacted for 12 hours. After completion of the reaction, the solution was filtrated by Celite, and then the filtrate was concentrated under a reduced pressure. The residue was purified by flash column chromatography using methylene chloride, and then the effluent was concentrated to obtain 4-(5-h... The reactants are Cc1ccc(NC(=O)c2c(Br)sc3c2CCCC3)c(S)c1, O=C([O-])[O-], CS(C)=O, [K+], [K+]. The product is Cc1ccc2c(c1)Sc1sc3c(c1C(=O)N2)CCCC3. As a reaction SMILES: [Br:1][c:2]1[c:3]([C:11](=[O:12])[NH:13][c:14]2[c:15]([SH:21])[cH:16][c:17]([CH3:20])[cH:18][cH:19]2)[c:4]2[c:5]([s:6]1)[CH2:7][CH2:8][CH2:9][CH2:10]2.[C:22](=[O:23])([O-:24])[O-:25].[CH3:28][S:29](=[O:30])[CH3:31].[K+:26].[K+:27]>>[c:2]12[c:3]([c:4]3[c:5]([s:6]1)[CH2:7][CH2:8][CH2:9][CH2:10]3)[C:11](=[O:12])[NH:13][c:14]1[c:15]([cH:16][c:17]([CH3:20])[cH:18][cH:19]1)[S:21]2. Reactants: CCCC[N+](CCCC)(CCCC)CCCC, C[Si](C)(C)C#Cc1ccc(N)nc1N, [F-], C1CCOC1, O. The product is C#Cc1ccc(N)nc1N. Reaction SMILES: [CH3:16][CH2:17][CH2:18][CH2:19][N+:20]([CH2:21][CH2:22][CH2:23][CH3:24])([CH2:25][CH2:26][CH2:27][CH3:28])[CH2:29][CH2:30][CH2:31][CH3:32].[CH3:1][Si:2]([CH3:3])([CH3:4])[C:5]#[C:6][c:7]1[c:8]([NH2:14])[n:9][c:10]([NH2:13])[cH:11][cH:12]1.[F-:15].[O:34]1[CH2:35][CH2:36][CH2:37][CH2:38]1.[OH2:33]>>[CH:5]#[C:6][c:7]1[c:8]([NH2:14])[n:9][c:10]([NH2:13])[cH:11][cH:12]1. Reactants: [BH4-], CO, COc1cccc2occ(C=O)c12, Cl, [Na+]. Product: COc1cccc2occ(CO)c12. Reaction SMILES: [BH4-:14].[CH3:17][OH:18].[CH3:1][O:2][c:3]1[cH:4][cH:5][cH:6][c:7]2[c:8]1[c:9]([CH:12]=[O:13])[cH:10][o:11]2.[ClH:16].[Na+:15]>>[CH3:1][O:2][c:3]1[cH:4][cH:5][cH:6][c:7]2[c:8]1[c:9]([CH2:12][OH:13])[cH:10][o:11]2. Reactants: NC(=O)N (urea), C(CC(=O)C)(=O)OCC (ethyl acetoacetate), [N+](=O)([O-])C=1C=C(C=O)C=CC1 (m-nitrobenzaldehyde). Reagents/catalysts: Cl (hydrochloric acid). Solvent: C(C)O (ethanol). Reaction conditions: temperature -20 celsius. Yields the product [N+](=O)([O-])C=1C=C(C=CC1)C1NC(NC=C1C(=O)OCC)=O (Ethyl 4-(3-nitrophenyl)-3,4-dihydropyrimidine-2(1H)one-5-carboxylate). As a reaction SMILES: [NH2:1][C:2]([NH2:4])=[O:3].[C:5]([O:11][CH2:12][CH3:13])(=[O:10])[CH2:6][C:7](C)=O.[N+:14]([C:17]1[CH:18]=[C:19]([CH:22]=[CH:23][CH:24]=1)[CH:20]=O)([O-:16])=[O:15]>C(O)C.Cl>[N+:14]([C:17]1[CH:18]=[C:19]([CH:20]2[C:6]([C:5]([O:11][CH2:12][CH3:13])=[O:10])=[CH:7][NH:4][C:2](=[O:3])[NH:1]2)[CH:22]=[CH:23][CH:24]=1)([O-:16])=[O:15]. Reported procedure: A mixture of urea (52 mmol), ethyl acetoacetate (78 mmol) and m-nitrobenzaldehyde (49 mmol) in absolute ethanol (30 mL) and concentrated hydrochloric acid (10 drop) was heated to reflux for 4.5 hours. Upon cooling to -20° C., a crude product crystallized. The crude product was recrystallized from isopropanol to afford the desired product as a white solid (m.p. 230.5°-233° C.). Reactants: Cc1ccccc1, CCOC(C)=O, CC(C)Oc1cccc(C23CC(N)CC(C2)N(C)CC3C)c1, O=C1OC(=O)c2ccccc21. The product is CC(C)Oc1cccc(C23CC(CC(N4C(=O)c5ccccc5C4=O)C2)N(C)CC3C)c1. Reaction SMILES: [CH3:34][c:35]1[cH:36][cH:37][cH:38][cH:39][cH:40]1.[CH3:41][CH2:42][O:43][C:44](=[O:45])[CH3:46].[CH:1]([CH3:2])([CH3:3])[O:4][c:5]1[cH:6][c:7]([C:11]23[CH:12]([CH3:22])[CH2:13][N:14]([CH3:21])[CH:15]([CH2:16][CH:17]([NH2:19])[CH2:18]2)[CH2:20]3)[cH:8][cH:9][cH:10]1.[O:23]=[C:24]1[O:25][C:26](=[O:27])[c:28]2[cH:29][cH:30][cH:31][cH:32][c:33]21>>[CH:1]([CH3:2])([CH3:3])[O:4][c:5]1[cH:6][c:7]([C:11]23[CH:12]([CH3:22])[CH2:13][N:14]([CH3:21])[CH:15]([CH2:16][CH:17]([N:19]4[C:24](=[O:23])[c:33]5[c:28]([cH:29][cH:30][cH:31][cH:32]5)[C:26]4=[O:25])[CH2:18]2)[CH2:20]3)[cH:8][cH:9][cH:10]1.